From a dataset of the Open Reaction Database (ORD), a public repository of structured organic reaction records. describe an organic reaction: reactants, conditions, products, and yield Reactants: COC=1C=C(COCC(CC)(C=2SC=CC2)N(C)C)C=C(C1OC)OC (1-(3,4,5-trimethoxybenzyloxymethyl)-1-(2-thienyl)-N,N-dimethylpropylamine), Cl (hydrochloric acid), [H-].[Na+] (Sodium hydride), C1(=CC=CC=C1S)C (thiocresol). Solvent: C1(=CC=CC=C1)C (toluene), CN(P(N(C)C)(N(C)C)=O)C (hexamethylphosphoric triamide), C1(=CC=CC=C1)C (toluene). Conditions: time 30 minute. Product: OC1=C(C=C(COCC(CC)(C=2SC=CC2)N(C)C)C=C1OC)OC (1-(4-hydroxy-3,5- dimethoxybenzyloxymethyl)-1-(2-thienyl)-N,N-dimethylpropylamine). Isolated yield 94.4%. As a reaction SMILES: [H-].[Na+].C1(C)C(S)=CC=CC=1.[CH3:11][O:12][C:13]1[CH:14]=[C:15]([CH:30]=[C:31]([O:35][CH3:36])[C:32]=1[O:33]C)[CH2:16][O:17][CH2:18][C:19]([N:27]([CH3:29])[CH3:28])([C:22]1[S:23][CH:24]=[CH:25][CH:26]=1)[CH2:20][CH3:21].Cl>C1(C)C=CC=CC=1.CN(C)P(=O)(N(C)C)N(C)C>[OH:33][C:32]1[C:31]([O:35][CH3:36])=[CH:30][C:15]([CH2:16][O:17][CH2:18][C:19]([N:27]([CH3:28])[CH3:29])([C:22]2[S:23][CH:24]=[CH:25][CH:26]=2)[CH2:20][CH3:21])=[CH:14][C:13]=1[O:12][CH3:11] |f:0.1|. Reported procedure: Sodium hydride (63.5% oil dispersion, 0.66 g) is added to a solution of thiocresol (2.2 g) in toluene (40 ml) under ice-cooling and the mixture is stirred at room temperature for 30 minutes. A solution of 1-(3,4,5-trimethoxybenzyloxymethyl)-1-(2-thienyl)-N,N-dimethylpropylamine (2.2 g) in toluene (20 ml) is added to the mixture under ice-cooling and hexamethylphosphoric triamide (3 ml) is added thereto. The mixture is refluxed in nitrogen atmosphere for 5 hours. After cooling, 10% hydrochloric a...